This data is from the Open Reaction Database (ORD), a public repository of structured organic reaction records. The task is: describe an organic reaction: reactants, conditions, products, and yield Starting materials: CC1([C@@H](N2[C@H](S1)[C@@H](C2=O)NC(=O)CC=3C=CC=CC3)C(=O)[O-])C.[K+] (penicillin), amino acids, C(=O)(O)[O-].[Na+] (NaHCO3), O=C1C(O)=C(O)[C@H](O1)[C@@H](O)CO (ascorbic acid), C[C@H]1/C=C/C=C/C=C/C=C/C=C/C=C/C=C/[C@@H](C[C@H]2[C@@H]([C@H](C[C@](O2)(C[C@H](C[C@H]([C@@H](CC[C@H](C[C@H](CC(=O)O[C@H]([C@@H]([C@@H]1O)C)C)O)O)O)O)O)O)O)C(=O)O)O[C@H]3[C@H]([C@H]([C@@H]([C@H](O3)C)O)N)O (amphotericin B), C[C@H]1[C@@]([C@H]([C@@H](O1)O[C@@H]2[C@H]([C@@H]([C@H]([C@@H]([C@H]2O)O)NC(=N)N)O)NC(=N)N)O[C@H]3[C@H]([C@@H]([C@H]([C@@H](O3)CO)O)O)NC)(C=O)O (streptomycin). Run in C(=O)=O (CO2). Reaction conditions: time 3.5 hour. Product: CCCCC[C@@H](/C=C/[C@H]1[C@@H](CC(=O)[C@@H]1C/C=C\CCCC(=O)O)O)O (PGE2). As a reaction SMILES: O=C1O[C@H]([C@H](CO)O)C(O)=C1O.C[C@@H]1[C@@H](O)[C@@H](C)[C@H](C)[O:50][C:48](=[O:49])[CH2:47][C@H:46](O)[CH2:45][C@H:44](O)[CH2:43][CH2:42][C@@H:41](O)[C@H:40]([OH:60])[CH2:39][C@H:38]([OH:61])[CH2:37][C@@:35]2(O)O[C@H:31]([C@H:32](C(O)=O)[C@@H:33]([OH:63])[CH2:34]2)[CH2:30][C@@H:29](O[C@@H]2O[C@H](C)[C@@H](O)[C@H](N)[C@@H]2O)[CH:28]=CC=CC=CC=CC=CC=CC=C1.C([O-])(O)=O.[Na+].CC1(C)S[C@@H]2[C@H](NC(CC3C=CC=CC=3)=O)C(=O)N2[C@H]1C([O-])=O.[K+].C[C@@H]1O[C@@H](O[C@H]2[C@H](O)[C@@H](O)[C@H](NC(N)=N)[C@@H](O)[C@@H]2NC(N)=N)[C@H](O[C@@H]2O[C@@H](CO)[C@H](O)[C@@H](O)[C@@H]2NC)[C@@]1(O)C=O>C(=O)=O>[CH3:28][CH2:29][CH2:30][CH2:31][CH2:32][C@H:33]([OH:63])/[CH:34]=[CH:35]/[C@@H:37]1[C@@H:41]([CH2:42]/[CH:43]=[CH:44]\[CH2:45][CH2:46][CH2:47][C:48]([OH:50])=[O:49])[C:40](=[O:60])[CH2:39][C@H:38]1[OH:61] |f:2.3,4.5|. Procedure: Synovial tissue obtained at surgery from patients with rheumatoid arthritis (RA) undergoing joint replacement was cut into pieces of 2 mm or less and incubated at approximately 100 mg/ml in serum-free minimal essential medium (MEM) containing 1 mg/ml bacterial collagenase (Sigma Chemical Co., St. Louis, Mo.) and 10 μg/ml testicular hyaluronidase (Sigma) at 37° C. with rocking. After 3-4 h, the suspension was centrifuged at 150 xg for 10 min. The cells were resuspended (105 cells/ml) in MEM conta... The product is O=C1NC2CCC1CC2. Reaction SMILES: [Cl:11][CH2:12][Cl:13].[NH2:1][CH:2]1[CH2:3][CH2:4][CH:5]([C:8](=[O:9])[OH:10])[CH2:6][CH2:7]1>>[NH:1]1[CH:2]2[CH2:3][CH2:4][CH:5]([CH2:6][CH2:7]2)[C:8]1=[O:10]. The reactants are ClCCl, NC1CCC(C(=O)O)CC1. Starting materials: C1CCNC1, C#CCN1C(=O)CCC1=O, [Cl-], C1COCCO1. Product: O=C1CCC(=O)N1CC#CCN1CCCC1. Reaction SMILES: [CH2:11]1[CH2:12][CH2:13][NH:14][CH2:15]1.[CH2:1]([C:2]#[CH:3])[N:4]1[C:5](=[O:10])[CH2:6][CH2:7][C:8]1=[O:9].[Cl-:16].[O:17]1[CH2:18][CH2:22][O:21][CH2:20][CH2:19]1>>[CH2:1]([C:2]#[C:3][CH2:18][N:14]1[CH2:13][CH2:12][CH2:11][CH2:15]1)[N:4]1[C:5](=[O:10])[CH2:6][CH2:7][C:8]1=[O:9]. Product: COC(=O)c1cc(OCc2c(-c3ccccn3)noc2C)ns1. RXN SMILES: [CH2:56]1[O:57][CH2:58][CH2:59][CH2:60]1.[CH3:15][O:16][C:17](=[O:18])[c:19]1[cH:20][c:21]([OH:24])[n:22][s:23]1.[CH3:1][c:2]1[c:3]([CH2:13][OH:14])[c:4](-[c:7]2[n:8][cH:9][cH:10][cH:11][cH:12]2)[n:5][o:6]1.[O:44]=[C:45]([O:46][CH2:47][CH3:48])[N:49]=[N:50][C:51]([O:52][CH2:53][CH3:54])=[O:55].[c:25]1([P:26]([c:27]2[cH:28][cH:29][cH:30][cH:31][cH:32]2)[c:33]2[cH:34][cH:35][cH:36][cH:37][cH:38]2)[cH:39][cH:40][cH:41][cH:42][cH:43]1>>[CH3:1][c:2]1[c:3]([CH2:13][O:14][c:21]2[cH:20][c:19]([C:17]([O:16][CH3:15])=[O:18])[s:23][n:22]2)[c:4](-[c:7]2[n:8][cH:9][cH:10][cH:11][cH:12]2)[n:5][o:6]1. Reactants: C1CCOC1, COC(=O)c1cc(O)ns1, Cc1onc(-c2ccccn2)c1CO, CCOC(=O)N=NC(=O)OCC, c1ccc(P(c2ccccc2)c2ccccc2)cc1. Reactants: Cc1ccccc1, Cc1cc(N=C=S)c(C)c2c1OCO2, NCCN. Product: Cc1cc(NC(=S)NCCN)c(C)c2c1OCO2. As a reaction SMILES: [CH3:19][c:20]1[cH:21][cH:22][cH:23][cH:24][cH:25]1.[N:1](=[C:2]=[S:3])[c:4]1[c:5]([CH3:14])[c:6]2[c:7]([c:11]([CH3:13])[cH:12]1)[O:8][CH2:9][O:10]2.[NH2:15][CH2:16][CH2:17][NH2:18]>>[NH:1]([C:2](=[S:3])[NH:18][CH2:17][CH2:16][NH2:15])[c:4]1[c:5]([CH3:14])[c:6]2[c:7]([c:11]([CH3:13])[cH:12]1)[O:8][CH2:9][O:10]2. Starting materials: CN(C)C=O, ClC(Cl)Cl, CCCCCCCCCCCCCCOc1ccc(C(=O)O)cc1Cl, O=C(Cl)C(=O)Cl. Product: CCCCCCCCCCCCCCOc1ccc(C(=O)Cl)cc1Cl. Reaction SMILES: [CH3:36][N:37]([CH3:38])[CH:39]=[O:40].[CH:32]([Cl:33])([Cl:34])[Cl:35].[Cl:1][c:2]1[cH:3][c:4]([C:5](=[O:6])[OH:7])[cH:8][cH:9][c:10]1[O:11][CH2:12][CH2:13][CH2:14][CH2:15][CH2:16][CH2:17][CH2:18][CH2:19][CH2:20][CH2:21][CH2:22][CH2:23][CH2:24][CH3:25].[Cl:26][C:27]([C:28]([Cl:29])=[O:30])=[O:31]>>[Cl:1][c:2]1[cH:3][c:4]([C:5](=[O:6])[Cl:26])[cH:8][cH:9][c:10]1[O:11][CH2:12][CH2:13][CH2:14][CH2:15][CH2:16][CH2:17][CH2:18][CH2:19][CH2:20][CH2:21][CH2:22][CH2:23][CH2:24][CH3:25].